The task is: describe an organic reaction: reactants, conditions, products, and yield. This data is from the Open Reaction Database (ORD), a public repository of structured organic reaction records. Reactants: [H-].[Na+] (NaH), ClC1=CC=C(C=C1)C1=CNC(N1C1=CC=CC=C1)=O (5-(4-chlorophenyl)-1-phenyl-4-imidazolin-2-one), COC(CCCCCCCBr)=O (8-bromocaprylic acid methyl ester). Solvent: CN(C)C=O (DMF). Product: COC(CCCCCCCN1C(N(C(=C1)C1=CC=C(C=C1)Cl)C1=CC=CC=C1)=O)=O (8-[4-(4-Chlorophenyl)-2-oxo-3-phenyl-4-imidazolin-1-yl] caprylic acid methyl ester). Reaction SMILES: [H-].[Na+].[Cl:3][C:4]1[CH:9]=[CH:8][C:7]([C:10]2[N:14]([C:15]3[CH:20]=[CH:19][CH:18]=[CH:17][CH:16]=3)[C:13](=[O:21])[NH:12][CH:11]=2)=[CH:6][CH:5]=1.[CH3:22][O:23][C:24](=[O:33])[CH2:25][CH2:26][CH2:27][CH2:28][CH2:29][CH2:30][CH2:31]Br>CN(C=O)C>[CH3:22][O:23][C:24](=[O:33])[CH2:25][CH2:26][CH2:27][CH2:28][CH2:29][CH2:30][CH2:31][N:12]1[CH:11]=[C:10]([C:7]2[CH:6]=[CH:5][C:4]([Cl:3])=[CH:9][CH:8]=2)[N:14]([C:15]2[CH:20]=[CH:19][CH:18]=[CH:17][CH:16]=2)[C:13]1=[O:21] |f:0.1|. Procedure: The product is produced as described in example 1 from 1.05 g of NaH (80% suspension in mineral oil), 9.5 g of 5-(4-chlorophenyl)-1-phenyl-4-imidazolin-2-one, 70 cc. of DMF, 8.3 g of 8-bromocaprylic acid methyl ester and 1.05 g of NaJ. Reactants: C(=O)(OC(C)(C)C)OC(=O)OC(C)(C)C (di-tert-butyl dicarbonate), [Na+].[Cl-] (NaCl), NCC(COC1=CC=C(C#N)C=C1)O (4-[(3-amino-2-hydroxypropyl)oxy]benzonitrile). Run in C1CCOC1 (THF). Reaction conditions: time 8 hour. Product: C(C)(C)OC(C)C (di-iso-propyl ether), C(#N)C1=CC=C(OCC(CNC(OC(C)(C)C)=O)O)C=C1 (tert-Butyl 3-(4-cyanophenoxy)-2-hydroxypropylcarbamate). As a reaction SMILES: [NH2:1][CH2:2][CH:3]([OH:14])[CH2:4][O:5][C:6]1[CH:13]=[CH:12][C:9]([C:10]#[N:11])=[CH:8][CH:7]=1.[C:15](O[C:23]([O:25][C:26]([CH3:29])([CH3:28])[CH3:27])=[O:24])(OC(C)(C)C)=O.[Na+].[Cl-]>C1COCC1>[CH:6]([O:5][CH:4]([CH3:3])[CH3:15])([CH3:7])[CH3:13].[C:10]([C:9]1[CH:12]=[CH:13][C:6]([O:5][CH2:4][CH:3]([OH:14])[CH2:2][NH:1][C:23](=[O:24])[O:25][C:26]([CH3:27])([CH3:28])[CH3:29])=[CH:7][CH:8]=1)#[N:11] |f:2.3|. Reported procedure: A cooled (0° C.) solution of 4-[(3-amino-2-hydroxypropyl)oxy]benzonitrile (from step (ii) above; 44.6 g, 0.23 mol) in THF:H,O (1.5 L of 1:1) was treated with di-tert-butyl dicarbonate (53 g, 0.24 mol). The mixture was stirred at rt overnight, after which NaCl was added and the resulting organic layer separated. The water layer was extracted with ether and the combined organics were dried and concentrated in vacuo. The resulting oil (70 g) was filtered through a plug of silica, and then crystalli... Product: Cl.NC1(CCC1)C1=CC=C(C=C1)C=1C(C=2C=CC=3C(C2OC1C1=CC=CC=C1)=NN(C3)CC)=O (7-[4-(1-Amino-cyclobutyl)-phenyl]-2-ethyl-8-phenyl-2H-9-oxa-1,2-diaza-cyclopenta[a]naphthalen-6-one hydrochloride). Procedure: Following the procedure used to prepare 3-[4-(1-amino-cyclobutyl)-phenyl]-6-fluoro-2-phenyl-chromen-4-one, {1-[4-(2-ethyl-6-oxo-8-phenyl-2,6-dihydro-9-oxa-1,2-diaza-cyclopenta[a]naphthalen-7-yl)-phenyl]-cyclobutyl}-carbamic acid tert-butyl ester was treated with TFA. The resultant free base was dissolved in a mixture of MeOH (1.5 mL), water (3.5 mL) and 1 M HCl (0.2 mL) and chromatographed on a 5 g C18 cartridge {gradient 30 to 70% MeOH in water+1 M HCl (60 μL in each 10 mL of eluent)} to give t... Yield: 81.0%. The solvent is CO (MeOH), O (water). Reactants: Cl (HCl), NC1(CCC1)C1=CC=C(C=C1)C1=C(OC2=CC=C(C=C2C1=O)F)C1=CC=CC=C1 (3-[4-(1-amino-cyclobutyl)-phenyl]-6-fluoro-2-phenyl-chromen-4-one), C(C)(C)(C)OC(NC1(CCC1)C1=CC=C(C=C1)C=1C(C=2C=CC=3C(C2OC1C1=CC=CC=C1)=NN(C3)CC)=O)=O ({1-[4-(2-ethyl-6-oxo-8-phenyl-2,6-dihydro-9-oxa-1,2-diaza-cyclopenta[a]naphthalen-7-yl)-phenyl]-cyclobutyl}-carbamic acid tert-butyl ester), C(=O)(C(F)(F)F)O (TFA). RXN SMILES: NC1(C2C=CC(C3C(=O)C4C(=CC=C(F)C=4)OC=3C3C=CC=CC=3)=CC=2)CCC1.C(OC(=O)[NH:36][C:37]1([C:41]2[CH:46]=[CH:45][C:44]([C:47]3[C:48](=[O:68])[C:49]4[CH:50]=[CH:51][C:52]5[C:53](=[N:63][N:64]([CH2:66][CH3:67])[CH:65]=5)[C:54]=4[O:55][C:56]=3[C:57]3[CH:62]=[CH:61][CH:60]=[CH:59][CH:58]=3)=[CH:43][CH:42]=2)[CH2:40][CH2:39][CH2:38]1)(C)(C)C.C(O)(C(F)(F)F)=O.[ClH:77]>CO.O>[ClH:77].[NH2:36][C:37]1([C:41]2[CH:42]=[CH:43][C:44]([C:47]3[C:48](=[O:68])[C:49]4[CH:50]=[CH:51][C:52]5[C:53](=[N:63][N:64]([CH2:66][CH3:67])[CH:65]=5)[C:54]=4[O:55][C:56]=3[C:57]3[CH:62]=[CH:61][CH:60]=[CH:59][CH:58]=3)=[CH:45][CH:46]=2)[CH2:40][CH2:39][CH2:38]1 |f:6.7|. The reactants are CO (methanol), N(C(=N)N)C=1SC=C(N1)CSCCNC(=NC#N)NC (2-guanidino-4-[2-(2-cyano-3-methylguanidino)ethylthiomethyl]thiazole), Cl (hydrochloric acid), Cl (hydrogen chloride). The product is Cl.N(C(=N)N)C=1SC=C(N1)CSCCNC(=NC(N)=O)NC (2-guanidino-4-[2-(2-carbamoyl-3-methylguanidino)ethylthiomethyl]thiazole hydrochloride). RXN SMILES: [NH:1]([C:5]1[S:6][CH:7]=[C:8]([CH2:10][S:11][CH2:12][CH2:13][NH:14][C:15]([NH:19][CH3:20])=[N:16][C:17]#[N:18])[N:9]=1)[C:2]([NH2:4])=[NH:3].[ClH:21].C[OH:23]>>[ClH:21].[NH:1]([C:5]1[S:6][CH:7]=[C:8]([CH2:10][S:11][CH2:12][CH2:13][NH:14][C:15]([NH:19][CH3:20])=[N:16][C:17](=[O:23])[NH2:18])[N:9]=1)[C:2]([NH2:4])=[NH:3] |f:3.4|. Reported procedure: A mixture of 2-guanidino-4-[2-(2-cyano-3-methylguanidino)ethylthiomethyl]thiazole (1.0 g.), and 2.5 N hydrochloric acid (12 ml.) was heated for four minutes on the steam bath. On cooling a white solid precipitated which was applied to Merck 60 F-254 preparative thin layer chromatography plates and eluted with chloroform/methanol/ammonia (s.g. 0.880) 7:3:0.5 v/v/v. The yellow foam obtained was dissolved in methanol and methanolic hydrogen chloride added. The solution was evaporated to dryness and... Starting materials: Br, CC(=O)O, CN(C(=O)CN)n1cccc1C(=O)c1ccccc1Cl, CC(C)O. Yields the product CN1C(=O)CN=C(c2ccccc2Cl)c2cccn21. Reaction SMILES: [BrH:1].[CH3:22][C:23](=[O:24])[OH:25].[CH3:2][N:3]([C:4]([CH2:5][NH2:6])=[O:7])[n:8]1[c:9]([C:13]([c:14]2[c:15]([Cl:20])[cH:16][cH:17][cH:18][cH:19]2)=[O:21])[cH:10][cH:11][cH:12]1.[CH:26]([OH:27])([CH3:28])[CH3:29]>>[CH3:2][N:3]1[C:4](=[O:7])[CH2:5][N:6]=[C:13]([c:14]2[c:15]([Cl:20])[cH:16][cH:17][cH:18][cH:19]2)[c:9]2[n:8]1[cH:12][cH:11][cH:10]2. Starting materials: aliphatic hydrocarbon, aliphatic hydrocarbon, NC1=C(CO)C=C(C=C1)OC (2-amino-5-methoxy-benzyl alcohol), S(=O)(Cl)Cl (thionyl chlorie), C(C)NC1CCCCC1 (N-ethyl-cyclohexylamine). Run in C(Cl)Cl (methylenechloride). Product: NC1=C(CN(CC)C2CCCCC2)C=C(C=C1)OC (2-Amino-N-cyclohexyl-N-ethyl-5-methoxy-benzylamine). RXN SMILES: [NH2:1][C:2]1[CH:9]=[CH:8][C:7]([O:10][CH3:11])=[CH:6][C:3]=1[CH2:4]O.S(Cl)(Cl)=O.[CH2:16]([NH:18][CH:19]1[CH2:24][CH2:23][CH2:22][CH2:21][CH2:20]1)[CH3:17]>C(Cl)Cl>[NH2:1][C:2]1[CH:9]=[CH:8][C:7]([O:10][CH3:11])=[CH:6][C:3]=1[CH2:4][N:18]([CH:19]1[CH2:24][CH2:23][CH2:22][CH2:21][CH2:20]1)[CH2:16][CH3:17]. Procedure: 2-Amino-N-cyclohexyl-N-ethyl-5-methoxy-benzylamine was prepared from 2-amino-5-methoxy-benzyl alcohol, thionyl chlorie and N-ethyl-cyclohexylamine analogous to Example 1. Proof of structure by IR- and UV-spectra. IR-spectrum (methylenechloride): 3250 cm-1NH2 ; 3400 cm-1NH2 ; 2830 cm-1OCH3 ; 2800 cm-1N-ethyl (shoulder); 2850 cm-1 aliphatic hydrocarbon; 2930 cm-1 aliphatic hydrocarbon; 1500 cm-1C=C; 1600 cm-1C=C. Reactants: C[Si](C)(C)N=C=O, Cl, ONCC=Cc1c(F)cccc1Sc1ccc(F)cc1, C1COCCO1. Yields the product NC(=O)N(O)CC=Cc1c(F)cccc1Sc1ccc(F)cc1. As a reaction SMILES: [CH3:21][Si:22]([CH3:23])([CH3:24])[N:25]=[C:26]=[O:27].[ClH:28].[F:1][c:2]1[cH:3][cH:4][c:5]([S:8][c:9]2[c:10]([CH:16]=[CH:17][CH2:18][NH:19][OH:20])[c:11]([F:15])[cH:12][cH:13][cH:14]2)[cH:6][cH:7]1.[O:29]1[CH2:30][CH2:31][O:32][CH2:33][CH2:34]1>>[F:1][c:2]1[cH:3][cH:4][c:5]([S:8][c:9]2[c:10]([CH:16]=[CH:17][CH2:18][N:19]([OH:20])[C:26]([NH2:25])=[O:27])[c:11]([F:15])[cH:12][cH:13][cH:14]2)[cH:6][cH:7]1. Starting materials: O=C1CCN(Cc2ccccc2)CC1, CC(=O)O, CCO, COc1ccc(-n2cccc2)c(N)c1. Product: COc1ccc2c(c1)NC1(CCN(Cc3ccccc3)CC1)c1cccn1-2. Reaction SMILES: [CH2:1]([c:2]1[cH:3][cH:4][cH:5][cH:6][cH:7]1)[N:8]1[CH2:9][CH2:10][C:11](=[O:14])[CH2:12][CH2:13]1.[CH3:15][C:16](=[O:17])[OH:18].[CH3:33][CH2:34][OH:35].[NH2:19][c:20]1[c:21](-[n:28]2[cH:29][cH:30][cH:31][cH:32]2)[cH:22][cH:23][c:24]([O:26][CH3:27])[cH:25]1>>[CH2:1]([c:2]1[cH:3][cH:4][cH:5][cH:6][cH:7]1)[N:8]1[CH2:9][CH2:10][C:11]2([CH2:12][CH2:13]1)[NH:19][c:20]1[c:21]([cH:22][cH:23][c:24]([O:26][CH3:27])[cH:25]1)-[n:28]1[cH:29][cH:30][cH:31][c:32]12. Starting materials: CC(=O)OC(C)=O, O=C(CSCCO)NCCCOc1cc(CN2CCCCC2)ccn1, [Na+], O=C([O-])O, c1ccncc1. Yields the product CC(=O)OCCSCC(=O)NCCCOc1cc(CN2CCCCC2)ccn1. RXN SMILES: [CH3:26][C:27](=[O:28])[O:29][C:30](=[O:31])[CH3:32].[N:1]1([CH2:7][c:8]2[cH:9][c:10]([O:14][CH2:15][CH2:16][CH2:17][NH:18][C:19]([CH2:20][S:21][CH2:22][CH2:23][OH:24])=[O:25])[n:11][cH:12][cH:13]2)[CH2:2][CH2:3][CH2:4][CH2:5][CH2:6]1.[Na+:33].[OH:34][C:35](=[O:36])[O-:37].[cH:38]1[cH:39][cH:40][n:41][cH:42][cH:43]1>>[N:1]1([CH2:7][c:8]2[cH:9][c:10]([O:14][CH2:15][CH2:16][CH2:17][NH:18][C:19]([CH2:20][S:21][CH2:22][CH2:23][O:24][C:27]([CH3:26])=[O:28])=[O:25])[n:11][cH:12][cH:13]2)[CH2:2][CH2:3][CH2:4][CH2:5][CH2:6]1. The reactants are [Al+3], [H-], [H-], [H-], [H-], [Li+], C1CCOC1, CC(CCC(=O)O)C1CCC2=C3CCC4CC(O)CCC4(C)C3CC(O)C21C. Yields the product CC(CCCO)C1CCC2=C3CCC4CC(O)CCC4(C)C3CC(O)C21C. RXN SMILES: [Al+3:2].[H-:1].[H-:4].[H-:5].[H-:6].[Li+:3].[O:35]1[CH2:36][CH2:37][CH2:38][CH2:39]1.[OH:7][CH:8]1[CH2:9][CH:10]2[CH2:11][CH2:12][C:13]3=[C:14]4[CH2:15][CH2:16][CH:17]([CH:18]([CH2:19][CH2:20][C:21](=[O:22])[OH:23])[CH3:24])[C:25]4([CH3:34])[CH:26]([OH:33])[CH2:27][CH:28]3[C:29]2([CH3:32])[CH2:30][CH2:31]1>>[OH:7][CH:8]1[CH2:9][CH:10]2[CH2:11][CH2:12][C:13]3=[C:14]4[CH2:15][CH2:16][CH:17]([CH:18]([CH2:19][CH2:20][CH2:21][OH:22])[CH3:24])[C:25]4([CH3:34])[CH:26]([OH:33])[CH2:27][CH:28]3[C:29]2([CH3:32])[CH2:30][CH2:31]1.